Dataset: the Open Reaction Database (ORD), a public repository of structured organic reaction records. Task: describe an organic reaction: reactants, conditions, products, and yield The reactants are CSC(C)Cl (1-methylthio-1-chloroethane), C(=O)=S (carbonyl sulphide), CC([O-])C.[K+] (potassium isopropoxide), C(=O)=S (carbonyl sulphide). Solvent: C(C)OCC (diethyl ether). Run at temperature 0 celsius, time 8 hour. Product: C(OC(C)C)(SC(C)SC)=O (O-isopropyl S-[1-methylthioethyl] thiocarbonate). Yield: 56.6%. Reaction SMILES: [C:1](=[S:3])=[O:2].[CH3:4][CH:5]([CH3:7])[O-:6].[K+].[CH3:9][S:10][CH:11](Cl)[CH3:12]>C(OCC)C>[C:1](=[O:2])([S:3][CH:11]([S:10][CH3:9])[CH3:12])[O:6][CH:5]([CH3:7])[CH3:4] |f:1.2|. Procedure: In a two-necked round bottomed flask equipped with a gas introducing tube and a condenser, gaseous carbonyl sulphide (6 g or 0.1 mole) was introduced into a suspension of potassium isopropoxide (9.9 g or 0.1 mole) in diethyl ether (60 ml). The reaction mixture refluxed by the reaction heat. After the addition of carbonyl sulphide was completed, the mixture was cooled and the precipitate was collected by filtration and suspended in dichloromethane (100 ml). The suspension was cooled to 0°C and wh... Reactants: [I-].[Mg+2].[I-] (magnesium iodide), COC1=C2C=COC2=CC3=C1C=CC(=O)O3 (Bergapten), II (iodine), [Mg] (magnesium). Solvent: CCOCC (ether), CCOCC (ether). Run at time 90 minute. The product is C1=COC=2C1=C(C3=C(C2)OC(=O)C=C3)O (5-hydroxypsoralen). Reaction SMILES: II.[Mg].[I-].[Mg+2].[I-].C[O:8][C:9]1[C:17]2[CH:18]=[CH:19][C:20]([O:22][C:16]=2[CH:15]=[C:14]2[C:10]=1[CH:11]=[CH:12][O:13]2)=[O:21]>CCOCC>[CH:11]1[C:10]2=[C:9]([OH:8])[C:17]3[CH:18]=[CH:19][C:20](=[O:21])[O:22][C:16]=3[CH:15]=[C:14]2[O:13][CH:12]=1 |f:2.3.4|. Procedure details: A solution of iodine (1.0 g, 4 mmol) and magnesium (0.2 g, 8 mmol) was stirred in anhydrous ether (30 ml) under reflux until colourless to prepare magnesium iodide. Bergapten (1.0 g, 4.5 mmol) was suspended in anhydrous ether and added to the solution. After heating the mixture to reflux for 45 min, the solvent was removed under reduced pressure. The residue was dried at 120° C. for 30 min, kept at 160-165° C. for 90 min, and decomposed with 25% sulfuric acid. The crude product was filtered, was... Reactants: Cl (hydrochloric acid), O[C@@H]1CC[C@H](CC1)N1C=2N(C(=C(C1=O)CC1=CC=C(C=C1)C=1C(=CC=CC1)C#N)CCC)N=CN2 (4′-{[4-(trans-4-Hydroxycyclohexyl)-5-oxo-7-propyl-4,5-dihydro[1,2,4]triazolo[1,5-a]pyrimidin-6-yl]methyl}biphenyl-2-carbonitrile), BrC1=CC=C(C=C1)O (4-bromophenol), C1(=CC=CC=C1)P(C1=CC=CC=C1)C1=CC=CC=C1 (triphenylphosphine), C(CCC)[Sn](CCCCC)(C(=C)OCC)CCCC (dibutyl(1-ethoxyethenyl)pentylstannane), [F-].[K+] (potassium fluoride), N(=NC(=O)OC(C)C)C(=O)OC(C)C (diisopropyl azodicarboxylate). The reagents and catalysts are Cl[Pd]([P](C1=CC=CC=C1)(C2=CC=CC=C2)C3=CC=CC=C3)([P](C4=CC=CC=C4)(C5=CC=CC=C5)C6=CC=CC=C6)Cl (dichlorobis(triphenylphosphine)palladium). Run in O1CCCC1 (tetrahydrofuran), O1CCCC1 (tetrahydrofuran), O1CCCC1 (tetrahydrofuran). Reaction conditions: time 18 hour. Product: C(C)(=O)C1=CC=C(O[C@H]2CC[C@H](CC2)N2C=3N(C(=C(C2=O)CC2=CC=C(C=C2)C=2C(=CC=CC2)C#N)CCC)N=CN3)C=C1 (4′-({4-[cis-4-(4-acetylphenoxy)cyclohexyl]-5-oxo-7-propyl-4,5-dihydro[1,2,4]triazolo[1,5-a]pyrimidin-6-yl}methyl)biphenyl-2-carbonitrile). Yield: 32.0%. Reaction SMILES: [OH:1][C@H:2]1[CH2:7][CH2:6][C@H:5]([N:8]2[C:13](=[O:14])[C:12]([CH2:15][C:16]3[CH:21]=[CH:20][C:19]([C:22]4[C:23]([C:28]#[N:29])=[CH:24][CH:25]=[CH:26][CH:27]=4)=[CH:18][CH:17]=3)=[C:11]([CH2:30][CH2:31][CH3:32])[N:10]3[N:33]=[CH:34][N:35]=[C:9]23)[CH2:4][CH2:3]1.Br[C:37]1[CH:42]=[CH:41][C:40](O)=[CH:39][CH:38]=1.C1(P(C2C=CC=CC=2)C2C=CC=CC=2)C=CC=CC=1.N(C(OC(C)C)=O)=NC([O:67][CH:68](C)[CH3:69])=O.Cl.C([Sn](CCCC)(C(OCC)=C)CCCCC)CCC.[F-].[K+]>O1CCCC1.Cl[Pd](Cl)([P](C1C=CC=CC=1)(C1C=CC=CC=1)C1C=CC=CC=1)[P](C1C=CC=CC=1)(C1C=CC=CC=1)C1C=CC=CC=1>[C:68]([C:37]1[CH:42]=[CH:41][C:40]([O:1][C@@H:2]2[CH2:7][CH2:6][C@H:5]([N:8]3[C:13](=[O:14])[C:12]([CH2:15][C:16]4[CH:21]=[CH:20][C:19]([C:22]5[C:23]([C:28]#[N:29])=[CH:24][CH:25]=[CH:26][CH:27]=5)=[CH:18][CH:17]=4)=[C:11]([CH2:30][CH2:31][CH3:32])[N:10]4[N:33]=[CH:34][N:35]=[C:9]34)[CH2:4][CH2:3]2)=[CH:39][CH:38]=1)(=[O:67])[CH3:69] |f:6.7,^1:106,125|. Procedure: 4′-{[4-(trans-4-Hydroxycyclohexyl)-5-oxo-7-propyl-4,5-dihydro[1,2,4]triazolo[1,5-a]pyrimidin-6-yl]methyl}biphenyl-2-carbonitrile (4.6 g), 4-bromophenol (3.4 g) and triphenylphosphine (5.2 g) were dissolved in tetrahydrofuran (5 mL), a solution of diisopropyl azodicarboxylate (10 mL, 1.9 M toluene solution) in tetrahydrofuran (5 mL) was added dropwise, and the mixture was stirred at room temperature for 18 hr. The reaction mixture was added to 1 M hydrochloric acid, and the mixture was extracted ... Starting materials: O=C([O-])[O-], CN(C)C=O, Cc1oc(-c2cccnc2)nc1CCl, [K+], [K+], COc1cc(C=O)ccc1O, O. Product: COc1cc(C=O)ccc1OCc1nc(-c2cccnc2)oc1C. RXN SMILES: [C:15](=[O:16])([O-:17])[O-:18].[CH3:32][N:33]([CH3:34])[CH:35]=[O:36].[Cl:1][CH2:2][c:3]1[n:4][c:5](-[c:9]2[cH:10][n:11][cH:12][cH:13][cH:14]2)[o:6][c:7]1[CH3:8].[K+:19].[K+:20].[O:21]=[CH:22][c:23]1[cH:24][c:25]([O:26][CH3:27])[c:28]([OH:29])[cH:30][cH:31]1.[OH2:37]>>[CH2:2]([c:3]1[n:4][c:5](-[c:9]2[cH:10][n:11][cH:12][cH:13][cH:14]2)[o:6][c:7]1[CH3:8])[O:29][c:28]1[c:25]([O:26][CH3:27])[cH:24][c:23]([CH:22]=[O:21])[cH:31][cH:30]1. The reactants are CCOC(C)=O, Cl, O=[N+]([O-])c1cccc2c1cnn2-c1ccccc1, C1COCCO1. Product: Cl, Nc1cccc2c1cnn2-c1ccccc1. RXN SMILES: [CH3:20][CH2:21][O:22][C:23]([CH3:24])=[O:25].[ClH:19].[N+:1]([O-:2])(=[O:3])[c:4]1[c:5]2[cH:6][n:7][n:8](-[c:13]3[cH:14][cH:15][cH:16][cH:17][cH:18]3)[c:9]2[cH:10][cH:11][cH:12]1.[O:26]1[CH2:27][CH2:28][O:29][CH2:30][CH2:31]1>>[ClH:19].[NH2:1][c:4]1[c:5]2[cH:6][n:7][n:8](-[c:13]3[cH:14][cH:15][cH:16][cH:17][cH:18]3)[c:9]2[cH:10][cH:11][cH:12]1. Reactants: C(C)NCC (diethylamine), C(C)(C)N(C(C)C)CC (N,N-diisopropylethylamine), FC(S(=O)(=O)OS(=O)(=O)C(F)(F)F)(F)F (trifluoromethanesulfonic anhydride), ClCCN(P(OCCS(=O)(=O)CCO)(=O)N(CCCl)CCCl)CCCl (2-{[2-(Hydroxy)ethyl]sulfonyl}ethyl N,N,N′,N′-tetrakis(2-chloroethyl)phosphorodiamidate). Solvent: C(C)(=O)OC(C)C (isopropyl acetate), ClCCl (dichloromethane), C(C)(=O)OC(C)C (isopropyl acetate). Run at temperature 0 celsius, time 15 minute. Yields the product Cl.ClCCN(P(OCCS(=O)(=O)CCN(CC)CC)(=O)N(CCCl)CCCl)CCCl (2-{[2-(diethylamino)ethyl]sulfonyl}ethyl N,N,N′,N′-tetrakis(2-chloroethyl)phosphorodiamidate hydrochloride). The yield is 36.0%. As a reaction SMILES: [Cl:1][CH2:2][CH2:3][N:4]([CH2:23][CH2:24][Cl:25])[P:5]([N:16]([CH2:20][CH2:21][Cl:22])[CH2:17][CH2:18][Cl:19])(=[O:15])[O:6][CH2:7][CH2:8][S:9]([CH2:12][CH2:13]O)(=[O:11])=[O:10].[CH:26]([N:29](CC)[CH:30](C)[CH3:31])(C)[CH3:27].FC(F)(F)S(OS(C(F)(F)F)(=O)=O)(=O)=O.C(NCC)C>ClCCl.C(OC(C)C)(=O)C>[ClH:1].[Cl:1][CH2:2][CH2:3][N:4]([CH2:23][CH2:24][Cl:25])[P:5]([N:16]([CH2:20][CH2:21][Cl:22])[CH2:17][CH2:18][Cl:19])(=[O:15])[O:6][CH2:7][CH2:8][S:9]([CH2:12][CH2:13][N:29]([CH2:30][CH3:31])[CH2:26][CH3:27])(=[O:11])=[O:10] |f:6.7|. Procedure details: 2-{[2-(Hydroxy)ethyl]sulfonyl}ethyl N,N,N′,N′-tetrakis(2-chloroethyl)phosphorodiamidate (150 mg, 0.31 mmol) was dissolved in dichloromethane (2 mL) and cooled to 0° C., and N,N-diisopropylethylamine (108 μL, 0.62 mmol) and trifluoromethanesulfonic anhydride (55 μL, 0.33 mmol) were added, and the reaction mixture allowed to stand for 15 minutes. The reaction mixture was added to a solution of diethylamine (64 μL, 0.62 mmol) in isopropyl acetate (2 mL), and this was allowed to stand for 30 minutes...